From a dataset of the Open Reaction Database (ORD), a public repository of structured organic reaction records. describe an organic reaction: reactants, conditions, products, and yield Starting materials: resultant solution, FC=1C=C(C=O)C=C(C1F)F (3,4,5-trifluorobenzaldehyde), O (water), [BH4-].[Na+] (sodium tetrahydroborate), Cl (hydrochloric acid). Run in CCCCCC (hexane), C(C)O (ethanol). Run at time 2 hour. Product: FC=1C=C(CO)C=C(C1F)F (3,4,5-trifluorobenzyl alcohol). Yield: 69.6%. Reaction SMILES: [F:1][C:2]1[CH:3]=[C:4]([CH:7]=[C:8]([F:11])[C:9]=1[F:10])[CH:5]=[O:6].O.[BH4-].[Na+].Cl>C(O)C.CCCCCC>[F:1][C:2]1[CH:3]=[C:4]([CH:7]=[C:8]([F:11])[C:9]=1[F:10])[CH2:5][OH:6] |f:2.3|. Procedure details: Then, 37.91 g of 3,4,5-trifluorobenzaldehyde and 10 mL of water were dissolved in 50 mL of ethanol and cooled with ice, and 2.69 g of sodium tetrahydroborate was slowly added to the resultant solution. The mixture was stirred at room temperature for 2 hours, and 10% hydrochloric acid was added until the system became acidic, followed by stirring for 1 hour. Then, hexane was added to the mixture to separate an organic layer, and an aqueous layer was subjected to extraction with hexane. The hexane... Reactants: CC1=C(C(=NO1)C1=CC(=CC=C1)C(F)(F)F)C(=O)O (5-methyl-3-(3-(trifluoromethyl)phenyl)isoxazol-4-carboxylic acid), Cl.C(C)N=C=NCCCN(C)C (1-ethyl-3-(dimethylaminopropyl)carbodiimide hydrochloride), COC1=C(C=CC=C1)N1CCNCC1 (1-(2-methoxyphenyl)piperazine). The solvent is ClCCl (dichloromethane). Yields the product COC1=C(C=CC=C1)N1CCN(CC1)C(=O)C=1C(=NOC1C)C1=CC(=CC=C1)C(F)(F)F ((4-(2-methoxyphenyl)piperazine-1-yl)(5-methyl-3-(3-(trifluoromethyl)phenyl)isoxazol-4-yl)methanone). Yield: 64.1%. Reaction SMILES: [CH3:1][C:2]1[O:6][N:5]=[C:4]([C:7]2[CH:12]=[CH:11][CH:10]=[C:9]([C:13]([F:16])([F:15])[F:14])[CH:8]=2)[C:3]=1[C:17]([OH:19])=O.Cl.C(N=C=NCCCN(C)C)C.[CH3:32][O:33][C:34]1[CH:39]=[CH:38][CH:37]=[CH:36][C:35]=1[N:40]1[CH2:45][CH2:44][NH:43][CH2:42][CH2:41]1>ClCCl>[CH3:32][O:33][C:34]1[CH:39]=[CH:38][CH:37]=[CH:36][C:35]=1[N:40]1[CH2:45][CH2:44][N:43]([C:17]([C:3]2[C:4]([C:7]3[CH:12]=[CH:11][CH:10]=[C:9]([C:13]([F:14])([F:15])[F:16])[CH:8]=3)=[N:5][O:6][C:2]=2[CH3:1])=[O:19])[CH2:42][CH2:41]1 |f:1.2|. Procedure: In a similar manner as described in Example 1, by using dichloromethane (30 mL), 5-methyl-3-(3-(trifluoromethyl)phenyl)isoxazol-4-carboxylic acid (500 mg, 1.84 mmol), 1-ethyl-3-(dimethylaminopropyl)carbodiimide hydrochloride (388 mg, 2.02 mmol) and 1-(2-methoxyphenyl)piperazine (354 mg, 1.84 mmol), a white solid required compound (524 mg, 1.18 mmol, 64%) was obtained.